describe an organic reaction: reactants, conditions, products, and yield From a dataset of the Open Reaction Database (ORD), a public repository of structured organic reaction records. Starting materials: C(CC)C1=C(C=CC=C1)O (2-propylphenol), BrCCCCCBr (1,5-dibromopentane), C([O-])([O-])=O.[K+].[K+] (potassium carbonate), [I-].[Na+] (sodium iodide). Solvent: C(C)C(=O)C (methyl ethyl ketone). The product is BrCCCCCOC1=C(C=CC=C1)CCC (1-(5-bromopentoxy)-2-propylbenzene). Yield: 63.7%. RXN SMILES: [CH2:1]([C:4]1[CH:9]=[CH:8][CH:7]=[CH:6][C:5]=1[OH:10])[CH2:2][CH3:3].[Br:11][CH2:12][CH2:13][CH2:14][CH2:15][CH2:16]Br.C(=O)([O-])[O-].[K+].[K+].[I-].[Na+]>C(C(C)=O)C>[Br:11][CH2:12][CH2:13][CH2:14][CH2:15][CH2:16][O:10][C:5]1[CH:6]=[CH:7][CH:8]=[CH:9][C:4]=1[CH2:1][CH2:2][CH3:3] |f:2.3.4,5.6|. Procedure details: A mixture of 90 g (0.66 mole) of 2-propylphenol, 300 g (1.30 mole) of 1,5-dibromopentane, 120 g of anhydrous potassium carbonate, and 9 g of sodium iodide in 1.2 l of methyl ethyl ketone was stirred at reflux for two days. After cooling, the mixture was filtered to remove insolubles and the filtrate was concentrated in vacuo. The residue was distilled under vacuum to give 120 g of the title compound as an analytically pure oil, b.p. 123°-125° at 0.1 mm Hg.